describe an organic reaction: reactants, conditions, products, and yield From a dataset of the Open Reaction Database (ORD), a public repository of structured organic reaction records. Reactants: ClC1=C(COCC(CO)(O)C)C(=CC=C1)Cl (1-(2,6-Dichlorobenzyloxymethyl)-1-methylethane-1,2-diol), [H-].[Na+] (sodium hydride), CN(C=O)C (dimethyl formamide), C(C1=CC=CC=C1)Cl (Benzyl chloride). Reaction conditions: time 12 hour. Yields the product ClC1=C(COCC(COCC2=CC=CC=C2)(O)CC)C(=CC=C1)Cl (1-(2,6-dichlorobenzyloxy)-3 -benzyloxy-2-ethylpropan-2-ol). As a reaction SMILES: [Cl:1][C:2]1[CH:15]=[CH:14][CH:13]=[C:12]([Cl:16])[C:3]=1[CH2:4][O:5][CH2:6][C:7]([CH3:11])([OH:10])[CH2:8][OH:9].[H-].[Na+].[CH2:19](Cl)[C:20]1[CH:25]=[CH:24][CH:23]=[CH:22][CH:21]=1.[CH3:27]N(C)C=O>>[Cl:1][C:2]1[CH:15]=[CH:14][CH:13]=[C:12]([Cl:16])[C:3]=1[CH2:4][O:5][CH2:6][C:7]([CH2:11][CH3:27])([OH:10])[CH2:8][O:9][CH2:19][C:20]1[CH:25]=[CH:24][CH:23]=[CH:22][CH:21]=1 |f:1.2|. Procedure: 1-(2,6-Dichlorobenzyloxymethyl)-1-methylethane-1,2-diol (14g) in dimethyl formamide (80 ml) was treated with sodium hydride (1.3 g) at ambient temperature and stirred for 12 h. Benzyl chloride (8 g) was then added and the reaction mixture stirred for a further 4 h. The solvent was then evaporated and 1-(2,6-dichlorobenzyloxy)-3 -benzyloxy-2-ethylpropan-2-ol isolated as a colourless oil by chromatography on silica gel eluted with 9/1 methylene chloride/ether. The structure was confirmed by n.m.r.... The reactants are Cl, NC(=O)c1ccc(C(F)(F)F)c(N)c1, [Na+], [OH-], O. The product is Nc1cc(C(=O)O)ccc1C(F)(F)F. Reaction SMILES: [ClH:17].[NH2:3][c:4]1[c:5]([C:13]([F:14])([F:15])[F:16])[cH:6][cH:7][c:8]([C:10](=[O:11])[NH2:12])[cH:9]1.[Na+:2].[OH-:1].[OH2:18]>>[OH:1][C:10]([c:8]1[cH:7][cH:6][c:5]([C:13]([F:14])([F:15])[F:16])[c:4]([NH2:3])[cH:9]1)=[O:11].